From a dataset of the Open Reaction Database (ORD), a public repository of structured organic reaction records. describe an organic reaction: reactants, conditions, products, and yield Reactants: [BH4-], CC(C)(C)OC(=O)N1C2CC(CC2OCC=O)C1C(=O)N1CCCC1C#N, CO, [Na+], O=C(O)CC(O)(CC(=O)O)C(=O)O. The product is CC(C)(C)OC(=O)N1C2CC(CC2OCCO)C1C(=O)N1CCCC1C#N. RXN SMILES: [BH4-:28].[C:1](#[N:2])[CH:3]1[N:4]([C:8](=[O:9])[CH:10]2[N:11]([C:21](=[O:22])[O:23][C:24]([CH3:25])([CH3:26])[CH3:27])[CH:12]3[CH:13]([O:17][CH2:18][CH:19]=[O:20])[CH2:14][CH:15]2[CH2:16]3)[CH2:5][CH2:6][CH2:7]1.[CH3:43][OH:44].[Na+:29].[OH:30][C:31]([CH2:32][C:33]([C:34](=[O:35])[OH:36])([CH2:37][C:38](=[O:39])[OH:40])[OH:41])=[O:42]>>[C:1](#[N:2])[CH:3]1[N:4]([C:8](=[O:9])[CH:10]2[N:11]([C:21](=[O:22])[O:23][C:24]([CH3:25])([CH3:26])[CH3:27])[CH:12]3[CH:13]([O:17][CH2:18][CH2:19][OH:20])[CH2:14][CH:15]2[CH2:16]3)[CH2:5][CH2:6][CH2:7]1. Starting materials: Nitro, CC=1C=CC=2N(C1)C=C(N2)C2=CC=C(C=C2)[N+](=O)[O-] (6-methyl-2-(4-nitrophenyl)imidazo[1,2-a]pyridine), O.O.[Sn](Cl)Cl (tin (II) chloride dihydrate). The solvent is CCO (EtOH). Product: CC=1C=CC=2N(C1)C=C(N2)C2=CC=C(N)C=C2 (4-(6-Methylimidazo[1,2-a]pyridin-2-yl)aniline). Yield: 57.9%. RXN SMILES: [CH3:1][C:2]1[CH:3]=[CH:4][C:5]2[N:6]([CH:8]=[C:9]([C:11]3[CH:16]=[CH:15][C:14]([N+:17]([O-])=O)=[CH:13][CH:12]=3)[N:10]=2)[CH:7]=1.O.O.[Sn](Cl)Cl>CCO>[CH3:1][C:2]1[CH:3]=[CH:4][C:5]2[N:6]([CH:8]=[C:9]([C:11]3[CH:16]=[CH:15][C:14]([NH2:17])=[CH:13][CH:12]=3)[N:10]=2)[CH:7]=1 |f:1.2.3|. Procedure details: Prepared as described in the Nitro Reduction section using 6-methyl-2-(4-nitrophenyl)imidazo[1,2-a]pyridine (0.423 g, 1.67 mmol) and tin (II) chloride dihydrate (1.89 g, 8.36 mmol) in EtOH (45 ml) to give the title compound (0.216 g, 58%) as a pale orange solid, after work-up and flash chromatography (EtOAc). Starting materials: C(C1=CC=CC=C1)(=O)C1=CC=C(C(=O)O)C=C1 (4-benzoylbenzoic acid), C(C)[SiH](CC)CC (triethylsilane). The solvent is FC(C(=O)O)(F)F (trifluoroacetic acid). Reaction conditions: time 3 hour. Product: C(C1=CC=CC=C1)C1=CC=C(C(=O)O)C=C1 (4-benzylbenzoic acid). Yield: 88.5%. Reaction SMILES: [C:1]([C:9]1[CH:17]=[CH:16][C:12]([C:13]([OH:15])=[O:14])=[CH:11][CH:10]=1)(=O)[C:2]1[CH:7]=[CH:6][CH:5]=[CH:4][CH:3]=1.C([SiH](CC)CC)C>FC(F)(F)C(O)=O>[CH2:1]([C:9]1[CH:10]=[CH:11][C:12]([C:13]([OH:15])=[O:14])=[CH:16][CH:17]=1)[C:2]1[CH:3]=[CH:4][CH:5]=[CH:6][CH:7]=1. Reported procedure: To a solution of 4-benzoylbenzoic acid (2.00 g) in trifluoroacetic acid (30 mL) was added dropwise triethylsilane (3.53 mL), and the resulting mixture was stirred at room temperature for 3 hours. The reaction mixture was concentrated under reduced pressure, and then n-hexane was added to the residue. The precipitate was collected by filtration, washed with n-hexane and dried under reduced pressure at 60° C. to give 4-benzylbenzoic acid (1.66 g). To an ice-cold suspension of lithium aluminium hyd... Reactants: ClC(=O)OCCCl (chloroethyl chloroformate), C(C)O (ethanol), N1=CC=CC=C1 (pyridine). Solvent: C(Cl)Cl (methylene chloride). Reaction conditions: time 10 minute. Product: C(OCC)(OCCCl)=O (Ethyl chloroethyl carbonate). Isolated yield 74.8%. RXN SMILES: Cl[C:2]([O:4][CH2:5][CH2:6][Cl:7])=[O:3].[CH2:8]([OH:10])[CH3:9].N1C=CC=CC=1>C(Cl)Cl>[C:2](=[O:3])([O:4][CH2:5][CH2:6][Cl:7])[O:10][CH2:8][CH3:9]. Reported procedure: To a solution of chloroethyl chloroformate (23.16 g, 0.162 mol) and ethanol (7.45 g, 0.162 mol) in methylene chloride (200 ml), pyridine (12.82 g, 0.162 mol) was added at 0° C. After 10 min at 0° C. and 21 hours at 25° C. the reaction mixture was washed with aqueous hydrochloric acid (100 ml), aqueous saturated sodium hydrogen carbonate (100 ml) and water (100 ml). The solvent was removed under reduced pressure after drying (MgSO4), giving 18.5 g (74%) of the intermediate ethyl chloroethyl carbo... Reactants: [N+](=O)([O-])C1=C(C=NC=C1)[NH+](N1C=CC2=CC=CC=C12)[O-] (N-(4-nitro-3-pyridinyl)-1H-indol-1-amine N1 -oxide). Reagents/catalysts: [Pt]=O (platinum oxide). Run in C(C)O (ethanol). Conditions: time 4 hour. The product is NC1=C(C=NC=C1)[NH+](N1C=CC2=CC=CC=C12)[O-] (N-(4-Amino-3-pyridinyl)-1H-indol-1-amine N1 -oxide). Isolated yield 56.2%. RXN SMILES: [N+:1]([C:4]1[CH:9]=[CH:8][N:7]=[CH:6][C:5]=1[NH+:10]([O-:20])[N:11]1[C:19]2[C:14](=[CH:15][CH:16]=[CH:17][CH:18]=2)[CH:13]=[CH:12]1)([O-])=O>C(O)C.[Pt]=O>[NH2:1][C:4]1[CH:9]=[CH:8][N:7]=[CH:6][C:5]=1[NH+:10]([O-:20])[N:11]1[C:19]2[C:14](=[CH:15][CH:16]=[CH:17][CH:18]=2)[CH:13]=[CH:12]1. Procedure: A mixture of N-(4-nitro-3-pyridinyl)-1H-indol-1-amine N1 -oxide (5 g) and 0.5 g of platinum oxide in 250 ml of ethanol was hydrogenated at 50 psi (pounds per square inch) for four hours. The mixture was filtered and the filtered liquid was concentrated to a dark residue which was purified by flash chromatography (silica, 10% methanol in dichloromethane) to give 2.5 g of solid, d 235°. This material was recrystallized from methanol/ether to give 2.1 g of crystals, d 235°. Reactants: ClC=1C=CC(=C(CN(CC)C2=CC=C(N=N2)C(=O)N)C1)OCC(=C)C (6-[N-(5-Chloro-2-(2-methylprop-2-en-1-yloxy)benzyl)-N-ethylamino]pyridazine-3-carboxamide), C(C)O (ethanol). Product: ClC=1C=CC(=C(CN(CC)C2=CC=C(N=N2)C(=O)O)C1)OCC(=C)C (6-[N-(5-Chloro-2-(2-methylprop-2-en-1-yloxy)benzyl)-N-ethylamino]pyridazine-3-carboxylic acid). As a reaction SMILES: [Cl:1][C:2]1[CH:3]=[CH:4][C:5]([O:21][CH2:22][C:23]([CH3:25])=[CH2:24])=[C:6]([CH:20]=1)[CH2:7][N:8]([C:11]1[N:16]=[N:15][C:14]([C:17](N)=[O:18])=[CH:13][CH:12]=1)[CH2:9][CH3:10].C([OH:28])C>>[Cl:1][C:2]1[CH:3]=[CH:4][C:5]([O:21][CH2:22][C:23]([CH3:25])=[CH2:24])=[C:6]([CH:20]=1)[CH2:7][N:8]([C:11]1[N:16]=[N:15][C:14]([C:17]([OH:28])=[O:18])=[CH:13][CH:12]=1)[CH2:9][CH3:10]. Procedure: A mixture of 6-[N-(5-Chloro-2-(2-methylprop-2-en-1-yloxy)benzyl)-N-ethylamino]-pyridazine-3-carboxamide (example 18) (10.5 g, 29.3 mol) and caustic liquor, 40% w/v (10 ml, 100 mmol) in ethanol (150 ml) was stirred at reflux for 16 hours. The solvent was evaporated at reduced pressure and the residue partitioned between 2N hydrochloric acid (70 ml) and dichloromethane (200 ml). The organic layer was dried over anhydrous magnesium sulphate, filtered and evaporated to give a brown gum (10.0 g), whi... Starting materials: N1=CC=C(C=C1)NC(OC1=CC=CC=C1)=O (Phenyl pyridin-4-ylcarbamate), NC1=CC=C(CC2CCN(CC2)CC2=CC=C(C=C2)C(C(F)(F)F)(C(F)(F)F)O)C=C1 (2-(4-((4-(4-aminobenzyl)piperidin-1-yl)methyl)phenyl)-1,1,1,3,3,3-hexafluoropropan-2-ol). Solvent: O1CCOCC1 (dioxane). Reaction conditions: temperature 130 celsius, time 5 minute. Product: FC(C(C(F)(F)F)(O)C1=CC=C(CN2CCC(CC2)CC2=CC=C(C=C2)NC(=O)NC2=CC=NC=C2)C=C1)(F)F (1-(4-((1-(4-(1,1,1,3,3,3-Hexafluoro-2-hydroxypropan-2-yl)benzyl)piperidin-4-yl)methyl)phenyl)-3-(pyridin-4-yl)urea). The yield is 26.5%. RXN SMILES: [N:1]1[CH:6]=[CH:5][C:4]([NH:7][C:8](=[O:16])OC2C=CC=CC=2)=[CH:3][CH:2]=1.[NH2:17][C:18]1[CH:47]=[CH:46][C:21]([CH2:22][CH:23]2[CH2:28][CH2:27][N:26]([CH2:29][C:30]3[CH:35]=[CH:34][C:33]([C:36]([OH:45])([C:41]([F:44])([F:43])[F:42])[C:37]([F:40])([F:39])[F:38])=[CH:32][CH:31]=3)[CH2:25][CH2:24]2)=[CH:20][CH:19]=1>O1CCOCC1>[F:40][C:37]([F:38])([F:39])[C:36]([C:33]1[CH:32]=[CH:31][C:30]([CH2:29][N:26]2[CH2:25][CH2:24][CH:23]([CH2:22][C:21]3[CH:20]=[CH:19][C:18]([NH:17][C:8]([NH:7][C:4]4[CH:3]=[CH:2][N:1]=[CH:6][CH:5]=4)=[O:16])=[CH:47][CH:46]=3)[CH2:28][CH2:27]2)=[CH:35][CH:34]=1)([OH:45])[C:41]([F:44])([F:43])[F:42]. Procedure: Phenyl pyridin-4-ylcarbamate (1.680 mmol, 0.36 g) was added to a stirred solution of 2-(4-((4-(4-aminobenzyl)piperidin-1-yl)methyl)phenyl)-1,1,1,3,3,3-hexafluoropropan-2-ol (1.120 mmol, 0.5 g) in dioxane (20 mL) and the mixture heated in a microwave for 10 minutes at 130° C. followed by 5 minutes at 130° C. The mixture was washed with water (10 mL) and the organic phase dried over magnesium sulfate, filtered and concentrated under reduced pressure. The resulting residue was purified by HPLC and ...